The task is: describe an organic reaction: reactants, conditions, products, and yield. This data is from the Open Reaction Database (ORD), a public repository of structured organic reaction records. The reactants are [Cl-].C(CCCCCCCCC)[N+](C)(C)CCCCCCCCCC (Didecyldimethylammonium chloride), O (water), C1=CC=C(C(=C1)CC(=O)[O-])NC2=C(C=CC=C2Cl)Cl.[Na+] (diclofenac sodium salt). The solvent is C(Cl)(Cl)Cl (Chloroform). Run at time 30 minute. Product: ClC1=C(C(=CC=C1)Cl)NC1=C(C=CC=C1)CC(=O)[O-].C(CCCCCCCCC)[N+](C)(C)CCCCCCCCCC (didecyldimethylammonium 2-[(2,6-dichlorophenyl)amino]benzeneacetate). Isolated yield 100.0%. RXN SMILES: [Cl-].[CH2:2]([N+:12]([CH2:15][CH2:16][CH2:17][CH2:18][CH2:19][CH2:20][CH2:21][CH2:22][CH2:23][CH3:24])([CH3:14])[CH3:13])[CH2:3][CH2:4][CH2:5][CH2:6][CH2:7][CH2:8][CH2:9][CH2:10][CH3:11].O.[CH:26]1[CH:31]=[C:30]([CH2:32][C:33]([O-:35])=[O:34])[C:29]([NH:36][C:37]2[C:42]([Cl:43])=[CH:41][CH:40]=[CH:39][C:38]=2[Cl:44])=[CH:28][CH:27]=1.[Na+]>C(Cl)(Cl)Cl>[Cl:43][C:42]1[CH:41]=[CH:40][CH:39]=[C:38]([Cl:44])[C:37]=1[NH:36][C:29]1[CH:28]=[CH:27][CH:26]=[CH:31][C:30]=1[CH2:32][C:33]([O-:35])=[O:34].[CH2:15]([N+:12]([CH2:2][CH2:3][CH2:4][CH2:5][CH2:6][CH2:7][CH2:8][CH2:9][CH2:10][CH3:11])([CH3:14])[CH3:13])[CH2:16][CH2:17][CH2:18][CH2:19][CH2:20][CH2:21][CH2:22][CH2:23][CH3:24] |f:0.1,3.4,6.7|. Procedure: Didecyldimethylammonium chloride (0.03 mol) was dissolved in 40 mL distilled water and diclofenac sodium salt (0.04 mol) was added to the solution. The solution was stirred at room temperature for 30 min. Chloroform (40 mL) was added to the reaction mixture and the mixture was stirred. After separation of the phases, the organic phase was washed with 40 mL distilled, cold water until chloride ions were no longer detected using AgNO3. Chloroform was removed and the residue was dried at 50° C. in ... The reactants are FC1=C(C=CC(=C1)F)CCC(=O)O (3-(2,4-difluorophenyl)propionic acid), O=P(Cl)(Cl)Cl (POCl3), N1=CNC2=C1C=CC(=C2)C(=O)NN (benzimidazol-5-carbohydrazide), COC=1C=CC(=CC1)P2(=S)SP(=S)(S2)C=3C=CC(=CC3)OC (Lawesson's reagent). Yields the product FC1=C(CCC2=NN=C(S2)C2=CC3=C(NC=N3)C=C2)C=CC(=C1)F (5-(5-(2,4-Difluorophenethyl)-1,3,4-thiadiazol-2-yl)-1H-benzo[d]imidazole). As a reaction SMILES: [F:1][C:2]1[CH:7]=[C:6]([F:8])[CH:5]=[CH:4][C:3]=1[CH2:9][CH2:10][C:11](O)=O.[N:14]1[C:18]2[CH:19]=[CH:20][C:21]([C:23]([NH:25][NH2:26])=O)=[CH:22][C:17]=2[NH:16][CH:15]=1.COC1C=CC(P2(SP(C3C=CC(OC)=CC=3)(=S)S2)=[S:36])=CC=1.O=P(Cl)(Cl)Cl>>[F:1][C:2]1[CH:7]=[C:6]([F:8])[CH:5]=[CH:4][C:3]=1[CH2:9][CH2:10][C:11]1[S:36][C:23]([C:21]2[CH:20]=[CH:19][C:18]3[NH:14][CH:15]=[N:16][C:17]=3[CH:22]=2)=[N:25][N:26]=1. Procedure details: The compound was synthesized starting from 3-(2,4-difluorophenyl)propionic acid (187 mg; 1 mmol), benzimidazol-5-carbohydrazide (176 mg; 1 mmol), Lawesson's reagent (606 mg; 1.5 mmol) and POCl3 (0.137 ml; 1.5 mmol) as described in method 3; yield: 0.009 g (2.6%); MS m/z: 342.2 [M+H]+; 1H-NMR (DMSO d6, 400 MHz): δ 3.12 (t, 2H, 3J=7.5 Hz); 3.44 (t, 2H, 3J=7.5 Hz); 7.02-7.05 (m, 1H); 7.17-7.22 (m, 1H); 7.40-7.46 (m, 1H); 7.79 (d, 1H, 3J=8.7 Hz); 7.87 (dd, 1H, 4J=1.7 Hz, 3J=8.7 Hz); 8.19 (d, 1H, 4J=... Starting materials: [BH4-], CO, [Na+], O, O=C1c2cc(Cl)ccc2OCC1n1ccnc1. The product is OC1c2cc(Cl)ccc2OCC1n1ccnc1. As a reaction SMILES: [BH4-:1].[CH3:21][OH:22].[Na+:2].[OH2:20].[n:3]1([CH:8]2[CH2:9][O:10][c:11]3[c:12]([cH:15][c:16]([Cl:19])[cH:17][cH:18]3)[C:13]2=[O:14])[cH:4][n:5][cH:6][cH:7]1>>[n:3]1([CH:8]2[CH2:9][O:10][c:11]3[c:12]([cH:15][c:16]([Cl:19])[cH:17][cH:18]3)[CH:13]2[OH:14])[cH:4][n:5][cH:6][cH:7]1. Starting materials: C1(CCCC1)N(C(NC=1SC(=CN1)SCC(=O)O)=O)[C@@H]1CC[C@H](CC1)CC ({2-[3-cyclopentyl-3-(trans-4-ethyl-cyclohexyl)-ureido]-thiazol-5-ylsulfanyl}-acetic acid), C(C)(C)(C)C1CCC(CC1)NC1CCCCCC1 ((4-tert-butyl-cyclohexyl)-cycloheptyl-amine), C(C)OC(CSC1=CN=C(S1)N)=O ((2-amino-thiazol-5-ylsulfanyl)-acetic acid ethyl ester). Yields the product C(C)(C)(C)[C@@H]1CC[C@H](CC1)N(C(NC=1SC(=CN1)SCC(=O)O)=O)C1CCCCCC1 ({2-[3-(trans-4-tert-Butyl-cyclohexyl)-3-cycloheptyl-ureido]-thiazol-5-ylsulfanyl}-acetic acid). RXN SMILES: C1(N([C@H]2CC[C@H](CC)CC2)[C:7](=[O:19])[NH:8][C:9]2[S:10][C:11]([S:14][CH2:15][C:16]([OH:18])=[O:17])=[CH:12][N:13]=2)CCCC1.[C:28]([CH:32]1[CH2:37][CH2:36][CH:35]([NH:38][CH:39]2[CH2:45][CH2:44][CH2:43][CH2:42][CH2:41][CH2:40]2)[CH2:34][CH2:33]1)([CH3:31])([CH3:30])[CH3:29].C(OC(=O)CSC1SC(N)=NC=1)C>>[C:28]([C@H:32]1[CH2:37][CH2:36][C@H:35]([N:38]([CH:39]2[CH2:45][CH2:44][CH2:43][CH2:42][CH2:41][CH2:40]2)[C:7](=[O:19])[NH:8][C:9]2[S:10][C:11]([S:14][CH2:15][C:16]([OH:18])=[O:17])=[CH:12][N:13]=2)[CH2:34][CH2:33]1)([CH3:31])([CH3:29])[CH3:30]. Procedure: Prepared in a similar manner to {2-[3-cyclopentyl-3-(trans-4-ethyl-cyclohexyl)-ureido]-thiazol-5-ylsulfanyl}-acetic acid via (4-tert-butyl-cyclohexyl)-cycloheptyl-amine and (2-amino-thiazol-5-ylsulfanyl)-acetic acid ethyl ester to give the title compound. The reactants are solution, C(C)(C)(C)[Li] (t-butyllithium), BrC1=C(C=CC2=CC=CC=C12)C (1-bromo-2-methylnaphthalene), C1(=CC=CC=C1)B(F)F (phenyldifluoroborane), O (water). The solvent is CCCCC (pentane), C1CCOC1 (THF). Run at time 1 hour. Yields the product CC1=C(C2=CC=CC=C2C=C1)B(C1=CC=CC=C1)C1=C(C=CC2=CC=CC=C12)C (Bis(2-methylnaphth-1-yl)phenylborane). Isolated yield 39.0%. As a reaction SMILES: [C:1]([Li])([CH3:4])([CH3:3])[CH3:2].Br[C:7]1[C:16]2[C:11](=[CH:12][CH:13]=[CH:14][CH:15]=2)[CH:10]=[CH:9][C:8]=1[CH3:17].[C:18]1([B:24](F)F)[CH:23]=[CH:22][CH:21]=[CH:20][CH:19]=1.O>CCCCC.C1COCC1>[CH3:2][C:1]1[CH:4]=[CH:17][C:8]2[C:7](=[CH:16][CH:11]=[CH:10][CH:9]=2)[C:3]=1[B:24]([C:7]1[C:16]2[C:11](=[CH:12][CH:13]=[CH:14][CH:15]=2)[CH:10]=[CH:9][C:8]=1[CH3:17])[C:18]1[CH:23]=[CH:22][CH:21]=[CH:20][CH:19]=1. Procedure: 27 ml of a 1.5 M solution of t-butyllithium in pentane are added over the course of 1.5 hours at -78° C. to a solution of 4.42 g (0.02 mol) of 1-bromo-2-methylnaphthalene in 40 ml of THF. The reaction mixture is stirred for 1 hour. 1.1 ml of phenyldifluoroborane (1.26 g, 0.01 mol) are added. The mixture is then allowed to warm to room temperature and is stirred for 2 hours more. The mixture is poured into 300 ml of water and the resulting suspension is filtered. The product is purified by chroma... Reactants: ClCCOC=1C=CC2=C(C=CO2)C1 (5-(2-chloroethoxy)-1-benzofuran), [Li]CCCC (n-BuLi), C(CCC)[Sn](CCCC)(CCCC)Cl (tributyltin chloride). Yields the product C(CCC)[Sn](C=1OC2=C(C1)C=C(C=C2)OCCCl)(CCCC)CCCC (tributyl (5-(2-chloroethoxy)benzofuran-2-yl)stannane). As a reaction SMILES: [Cl:1][CH2:2][CH2:3][O:4][C:5]1[CH:6]=[CH:7][C:8]2[O:12][CH:11]=[CH:10][C:9]=2[CH:13]=1.[Li]CCCC.[CH2:19]([Sn:23](Cl)([CH2:28][CH2:29][CH2:30][CH3:31])[CH2:24][CH2:25][CH2:26][CH3:27])[CH2:20][CH2:21][CH3:22]>>[CH2:28]([Sn:23]([CH2:19][CH2:20][CH2:21][CH3:22])([CH2:24][CH2:25][CH2:26][CH3:27])[C:11]1[O:12][C:8]2[CH:7]=[CH:6][C:5]([O:4][CH2:3][CH2:2][Cl:1])=[CH:13][C:9]=2[CH:10]=1)[CH2:29][CH2:30][CH3:31]. Procedure details: Treatment of 5-(2-chloroethoxy)-1-benzofuran with n-BuLi for 16 h followed by the addition of tributyltin chloride at −50° C. gave tributyl (5-(2-chloroethoxy)benzofuran-2-yl)stannane upon warming to room temperature.